Dataset: the Open Reaction Database (ORD), a public repository of structured organic reaction records. Task: describe an organic reaction: reactants, conditions, products, and yield The reactants are [OH-].[K+] (potassium hydroxide), C1(\C=C/C(=O)O1)=O (maleic anhydride), [OH-].[K+] (potassium hydroxide), O.OO (hydrogen peroxide water). The reagents and catalysts are [O-][W](=O)(=O)[O-].[Na+].[Na+] (sodium tungstate). The solvent is O (water). Reaction conditions: time 30 minute. The product is O1C(C(=O)[O-])C1C(=O)[O-].[K+].[K+] (potassium epoxysuccinate). RXN SMILES: [C:1]1(=[O:7])[O:6][C:4](=[O:5])[CH:3]=[CH:2]1.[OH-:8].[K+:9].[OH2:10].OO>[O-][W]([O-])(=O)=O.[Na+].[Na+].O>[O:8]1[CH:3]([C:4]([O-:10])=[O:5])[CH:2]1[C:1]([O-:6])=[O:7].[K+:9].[K+:9] |f:1.2,3.4,5.6.7,9.10.11|. Procedure: A 2-liter three-neck flask was charged with 280 g of maleic anhydride and 428 ml of ultrapure water for dissolution. To the aqueous solution, 500 g of 48 wt % potassium hydroxide aqueous solution was added dropwise using a dropping funnel with cooling to keep the temperature at room temperature. Then, 18.8 g of sodium tungstate was added, and subsequently 332 g of 35% hydrogen peroxide water was added dropwise. The mixture was stirred for about 30 minutes, and 115 g of 48 wt % potassium hydroxid... Reactants: CN(C=1C=CC=2N(N1)C(=NN2)C(=O)N)[C@@H](C)C2=CC=CC=C2 ((S)-6-(methyl(1-phenylethyl)amino)-[1,2,4]triazolo[4,3-b]pyridazine-3-carboxamide), C(Cl)Cl (DCM), C(=O)(O)[O-].[Na+] (NaHCO3). Run in CN(C)C=O (DMF), O=S(Cl)Cl (SOCl2). Reaction conditions: time 5 hour. Yields the product CN(C=1C=CC=2N(N1)C(=NN2)C#N)[C@@H](C)C2=CC=CC=C2 ((S)-6-(methyl(1-phenylethyl)amino)-[1,2,4]triazolo[4,3-b]pyridazine-3-carbonitrile). RXN SMILES: [CH3:1][N:2]([C@H:15]([C:17]1[CH:22]=[CH:21][CH:20]=[CH:19][CH:18]=1)[CH3:16])[C:3]1[CH:4]=[CH:5][C:6]2[N:7]([C:9]([C:12]([NH2:14])=O)=[N:10][N:11]=2)[N:8]=1.C([O-])(O)=O.[Na+].C(Cl)Cl>CN(C=O)C.O=S(Cl)Cl>[CH3:1][N:2]([C@H:15]([C:17]1[CH:22]=[CH:21][CH:20]=[CH:19][CH:18]=1)[CH3:16])[C:3]1[CH:4]=[CH:5][C:6]2[N:7]([C:9]([C:12]#[N:14])=[N:10][N:11]=2)[N:8]=1 |f:1.2|. Procedure: To a solution of compound (S)-6-(methyl(1-phenylethyl)amino)-[1,2,4]triazolo[4,3-b]pyridazine-3-carboxamide (0.1 g, 0.34 mmol) in 2 mL of DMF, 1 mL of SOCl2 was added dropwise at 0-5° C., the reaction mixture was stirred for 5 h at room temperature. The mixture was poured onto ice (20 mL) and the mixture was neutralized with NaHCO3. DCM (50 mL) was added; the separated organic layer was dried over anhydrous Na2SO4, and concentrated in vacuum. The residue was purified by flash chromatography elut... The reactants are BrC=1C(=NC(=NC1Cl)SC)N (5-bromo-6-chloro-2-(methylthio)pyrimidine-4-amine), BrC=1C(=NC(=NC1Cl)SC)N (5-bromo-6-chloro-2-(methylthio)pyrimidine-4-amine), ClC1=CC(=CC=C1)C(=O)OO (m-chloroperbenzoic acid). Solvent: C(Cl)Cl (DCM), C(Cl)Cl (DCM). Conditions: time 1 hour. Yields the product BrC=1C(=NC(=NC1Cl)S(=O)C)N (5-bromo-6-chloro-2-(methylsulfinyl)pyrimidine-4-amine). Yield: 98.9%. RXN SMILES: [Br:1][C:2]1[C:3]([NH2:11])=[N:4][C:5]([S:9][CH3:10])=[N:6][C:7]=1[Cl:8].ClC1C=CC=C(C(OO)=[O:20])C=1>C(Cl)Cl>[Br:1][C:2]1[C:3]([NH2:11])=[N:4][C:5]([S:9]([CH3:10])=[O:20])=[N:6][C:7]=1[Cl:8]. Reported procedure: To a stirring solution of 5-bromo-6-chloro-2-(methylthio)pyrimidine-4-amine (intermediate 1) (52.2 mmol) in 450 ml of DCM, a solution of 12.9 g (57.4 mmol) of m-chloroperbenzoic acid (77%) (Sigma-Aldrich) in 100 ml of DCM was slowly added. The reaction mixture was stirred at room temperature for 1 hour. The formed white precipitate was filtered, washed several times with DCM and dried. 13.96 g of 5-bromo-6-chloro-2-(methylsulfinyl)pyrimidine-4-amine were obtained (98.9%).